This data is from the Open Reaction Database (ORD), a public repository of structured organic reaction records. The task is: describe an organic reaction: reactants, conditions, products, and yield Reactants: solution, BrC=1C(=C(C(=NC1)I)[N+](=O)[O-])C (5-bromo-2-iodo-4-methyl-3-nitropyridine), O (water), O (water), NC1=NC=C(C(=C1[N+](=O)[O-])C)Br (2-amino-5-bromo-4-methyl-3-nitropyridine), II (iodine), I(=O)(=O)(=O)[O-].[Na+] (sodium periodate). The reagents and catalysts are [Cu](Br)Br (copper bromide), [Os](=O)(=O)(=O)=O (osmium tetroxide). Run in C1CCOC1 (THF). The product is BrC=1C(=C(C(=NC1)C=O)[N+](=O)[O-])C (5-bromo-4-methyl-3-nitropyridine-2-carboxaldehyde), BrC=1C(=C(C(=NC1)C=C)[N+](=O)[O-])C (5-bromo-4-methyl-3-nitro-2-vinylpyridine). Isolated yield 59.0%. RXN SMILES: N[C:2]1[C:7]([N+:8]([O-:10])=[O:9])=[C:6]([CH3:11])[C:5]([Br:12])=[CH:4][N:3]=1.II.[Br:15][C:16]1[C:17]([CH3:26])=[C:18]([N+:23]([O-:25])=[O:24])[C:19](I)=[N:20][CH:21]=1.I([O-])(=O)(=O)=O.[Na+].[OH2:33]>C1COCC1.[Cu](Br)Br.[Os](=O)(=O)(=O)=O>[Br:12][C:5]1[C:6]([CH3:11])=[C:7]([N+:8]([O-:10])=[O:9])[C:2]([CH:16]=[O:33])=[N:3][CH:4]=1.[Br:15][C:16]1[C:17]([CH3:26])=[C:18]([N+:23]([O-:25])=[O:24])[C:19]([CH:2]=[CH2:7])=[N:20][CH:21]=1 |f:3.4|. Reported procedure: 2-Amino-3-(6-bromo-3-methoxy-7-methyl-2H-pyrazolo[4,3-b]pyridin-2-yl)-2-methylpropionitrile (20 mg) was prepared using a procedure similar to that described in Example 1, part b, except starting from 1-(6-bromo-3-methoxy-7-methyl-2H-pyrazolo[4,3-b]pyridin-2-yl)propan-2-one (117 mg). 1-(6-Bromo-3-methoxy-7-methyl-2H-pyrazolo[4,3-b]pyridin-2-yl)propan-2-one was prepared using a procedure similar to that described in Example 105 part a to d except using 5-bromo-4-methyl-3-nitropyridine-2-carboxalde... Starting materials: ClC1=NC2=C(C=CC=C2C=C1[N+](=O)[O-])C (2-chloro-8-methyl-3-nitroquinoline), ClC1=NC2=C(C=CC=C2C=C1[N+](=O)[O-])C (2-chloro-8-methyl-3-nitroquinoline), N (ammonia). Run at temperature 130 celsius, time 18 hour. Yields the product NC1=NC2=C(C=CC=C2C=C1[N+](=O)[O-])C (2-Amino-3-nitro-8-methylquinoline). As a reaction SMILES: Cl[C:2]1[C:11]([N+:12]([O-:14])=[O:13])=[CH:10][C:9]2[C:4](=[C:5]([CH3:15])[CH:6]=[CH:7][CH:8]=2)[N:3]=1.[NH3:16]>>[NH2:16][C:2]1[C:11]([N+:12]([O-:14])=[O:13])=[CH:10][C:9]2[C:4](=[C:5]([CH3:15])[CH:6]=[CH:7][CH:8]=2)[N:3]=1. Procedure details: 1.6 g of 2-chloro-8-methyl-3-nitroquinoline (compound C1) is dissolved in 70 ml of ethanolic ammonia solution and stirred at 130° C. for 18 h in an autocave. After cooling to room temperature, the reaction mixture is concentrated in vacuo and the residue recrystallized from ethyl acetate. 1.2 g of the title compound are obtained as red solid.